This data is from the Open Reaction Database (ORD), a public repository of structured organic reaction records. The task is: describe an organic reaction: reactants, conditions, products, and yield Reactants: OCCC12CCC(CC1)C2(C)C (1-(2-hydroxyethyl)-7,7-dimethyl-norbornane), Br (hydrobromic acid), S(O)(O)(=O)=O (sulphuric acid). Solvent: O (water). The product is BrCCC12CCC(CC1)C2(C)C (1-(2-Bromoethyl)-7,7-dimethylnorbornane). RXN SMILES: O[CH2:2][CH2:3][C:4]12[C:10]([CH3:12])([CH3:11])[CH:7]([CH2:8][CH2:9]1)[CH2:6][CH2:5]2.[BrH:13].S(=O)(=O)(O)O>O>[Br:13][CH2:2][CH2:3][C:4]12[C:10]([CH3:12])([CH3:11])[CH:7]([CH2:8][CH2:9]1)[CH2:6][CH2:5]2. Reported procedure: A stirred mixture of 1-(2-hydroxyethyl)-7,7-dimethyl-norbornane (42.0 g, 0.25 mole), 48% hydrobromic acid (63.0 ml) and concentrated sulphuric acid (14 ml) was heated under reflux for 4 hours, cooled, poured into water (500 ml) was extracted with ether. The combined extracts were washed with water, sodium bicarbonate solution and water. After drying (MgSO4) the solvent was evaporated in vacuo to yield the title product (50.9 g), m.p. 68°-71° [from light-petroleum (b.p. 40-60°)] (Found: C, 57.0: ... Reactants: C(C)(=O)C=1C(=NC2=CC(=C(C=C2C1C1=CC(=C(C=C1)OC)OC)OC)OC)CBr (3-acetyl-2-bromomethyl-4-(3,4-dimethoxyphenyl)-6,7-dimethoxyquinoline), C(C)(C)(C)NCC (N-tert-butyl-N-ethylamine). Product: C(C)(=O)C=1C(=NC2=CC(=C(C=C2C1C1=CC(=C(C=C1)OC)OC)OC)OC)CN(CC)C(C)(C)C (3-acetyl-2-(N-tert-butyl-N-ethylaminomethyl)-4-(3,4-dimethoxyphenyl)-6,7-dimethoxyquinoline). Reaction SMILES: [C:1]([C:4]1[C:5]([CH2:28]Br)=[N:6][C:7]2[C:12]([C:13]=1[C:14]1[CH:19]=[CH:18][C:17]([O:20][CH3:21])=[C:16]([O:22][CH3:23])[CH:15]=1)=[CH:11][C:10]([O:24][CH3:25])=[C:9]([O:26][CH3:27])[CH:8]=2)(=[O:3])[CH3:2].[C:30]([NH:34][CH2:35][CH3:36])([CH3:33])([CH3:32])[CH3:31]>>[C:1]([C:4]1[C:5]([CH2:28][N:34]([C:30]([CH3:33])([CH3:32])[CH3:31])[CH2:35][CH3:36])=[N:6][C:7]2[C:12]([C:13]=1[C:14]1[CH:19]=[CH:18][C:17]([O:20][CH3:21])=[C:16]([O:22][CH3:23])[CH:15]=1)=[CH:11][C:10]([O:24][CH3:25])=[C:9]([O:26][CH3:27])[CH:8]=2)(=[O:3])[CH3:2]. Reported procedure: According to the same manner as that described in Example 1, 3-acetyl-2-bromomethyl-4-(3,4-dimethoxyphenyl)-6,7-dimethoxyquinoline was reacted with N-tert-butyl-N-ethylamine to give 3-acetyl-2-(N-tert-butyl-N-ethylaminomethyl)-4-(3,4-dimethoxyphenyl)-6,7-dimethoxyquinoline. This compound was recrystallized from methanol to give colorless prisms. mp. 156°-157° C. Starting materials: FC1=C(C=CC(=C1)F)C(C(C(=O)OCC)CC1=CC=C(C=C1)C(F)(F)F)O (ethyl (2RS,3RS)-3-(2,4-difluorophenyl)-3-hydroxy-2-((4-(trifluoromethyl)phenyl)methyl)propionate), [OH-].[Na+] (sodium hydroxide), Cl (hydrochloric acid). Run in CO (methanol). Conditions: time 8 hour. The product is FC1=C(C=CC(=C1)F)C(C(C(=O)O)CC1=CC=C(C=C1)C(F)(F)F)O ((2RS,3RS)-3-(2,4-difluorophenyl)-3-hydroxy-2-((4-(trifluoromethyl)phenyl)methyl)propionic acid). The yield is 80.1%. As a reaction SMILES: [F:1][C:2]1[CH:7]=[C:6]([F:8])[CH:5]=[CH:4][C:3]=1[CH:9]([OH:27])[CH:10]([CH2:16][C:17]1[CH:22]=[CH:21][C:20]([C:23]([F:26])([F:25])[F:24])=[CH:19][CH:18]=1)[C:11]([O:13]CC)=[O:12].[OH-].[Na+].Cl>CO>[F:1][C:2]1[CH:7]=[C:6]([F:8])[CH:5]=[CH:4][C:3]=1[CH:9]([OH:27])[CH:10]([CH2:16][C:17]1[CH:22]=[CH:21][C:20]([C:23]([F:24])([F:25])[F:26])=[CH:19][CH:18]=1)[C:11]([OH:13])=[O:12] |f:1.2|. Procedure details: To a solution of ethyl (2RS,3RS)-3-(2,4-difluorophenyl)-3-hydroxy-2-((4-(trifluoromethyl)phenyl)methyl)propionate (8.1 g, 20.8 mmol) in methanol (40 ml) was added 2N aqueous sodium hydroxide solution (20.8 ml, 41.6 mmol) and the mixture was stirred overnight at room temperature. The reaction solution was acidified with 1N hydrochloric acid and extracted with ethyl acetate (200 ml×2). The extract was washed with water and saturated brine, dried over anhydrous magnesium sulfate and evaporated unde... The reactants are B, C1CCOC1, CSC, COc1ccccc1N1CCN(C(=O)C(c2ccccc2)n2cnc(-c3ccccc3)c2)CC1, Cl. The product is COc1ccccc1N1CCN(CC(c2ccccc2)n2cnc(-c3ccccc3)c2)CC1. As a reaction SMILES: [BH3:4].[CH2:40]1[O:41][CH2:42][CH2:43][CH2:44]1.[CH3:1][S:2][CH3:3].[CH3:5][O:6][c:7]1[c:8]([N:13]2[CH2:14][CH2:15][N:16]([C:19]([CH:20]([n:21]3[cH:22][n:23][c:24](-[c:26]4[cH:27][cH:28][cH:29][cH:30][cH:31]4)[cH:25]3)[c:32]3[cH:33][cH:34][cH:35][cH:36][cH:37]3)=[O:38])[CH2:17][CH2:18]2)[cH:9][cH:10][cH:11][cH:12]1.[ClH:39]>>[CH3:5][O:6][c:7]1[c:8]([N:13]2[CH2:14][CH2:15][N:16]([CH2:19][CH:20]([n:21]3[cH:22][n:23][c:24](-[c:26]4[cH:27][cH:28][cH:29][cH:30][cH:31]4)[cH:25]3)[c:32]3[cH:33][cH:34][cH:35][cH:36][cH:37]3)[CH2:17][CH2:18]2)[cH:9][cH:10][cH:11][cH:12]1. The reactants are CC=1C(OC=2C1CCC(C2)C)=O (5,6-dihydro-3,6-dimethyl-2(4H)-benzofuranone). Procedure details: A mixture of 1000 g of 5,6-dihydro-3,6-dimethyl-2(4H)-benzofuranone, 2000 ml of dibutyl maleate and 50 g of palladium-on-charcoal, 5% by weight, was heated for approx. 3 hours at 170° C. in an autoclave under autogenous pressure. After filtration, the product was purified by fractionating on an 80 cm packed column. Approx. 735 g of pure 3,6-dimethyl-2(3H)-benzofuranone were obtained at a b.p. of approx. 90° C. at 1 mbar. Isolated yield 74.4%. Product: CC1C(OC2=C1C=CC(=C2)C)=O (3,6-dimethyl-2(3H)-benzofuranone). As a reaction SMILES: [CH3:1][C:2]1[C:3](=[O:12])[O:4][C:5]2[C:6]=1[CH2:7][CH2:8][CH:9]([CH3:11])[CH:10]=2>[Pd].C(OCCCC)(=O)/C=C\C(OCCCC)=O>[CH3:1][CH:2]1[C:6]2[CH:7]=[CH:8][C:9]([CH3:11])=[CH:10][C:5]=2[O:4][C:3]1=[O:12]. Run at temperature 170 celsius. The solvent is C(\C=C/C(=O)OCCCC)(=O)OCCCC (dibutyl maleate). The reagents and catalysts are [Pd] (palladium-on-charcoal). Reactants: [Cr](=O)(=O)([O-])O[Cr](=O)(=O)[O-] (dichromate), [Cr](=O)(=O)([O-])[O-].[Na+].[Na+] (sodium chromate), S(O)(O)(=O)=O (sulfuric-acid), Na2Cr2O7 Na2SO4, OS(=O)(=O)O (H2SO4), [Cr](=O)(=O)([O-])O[Cr](=O)(=O)[O-].[Na+].[Na+] (sodium dichromate), [Cr](=O)(=O)([O-])[O-].[Na+].[Na+] (sodium chromate), S(O)(O)(=O)=O (sulfuric acid). The product is O.O.[Cr](=O)(=O)([O-])O[Cr](=O)(=O)[O-].[Na+].[Na+] (sodium dichromate dihydrate). Reaction SMILES: [Cr:1]([O:5][Cr:6]([O-:9])(=[O:8])=[O:7])([O-:4])(=[O:3])=[O:2].[Cr](O[Cr]([O-])(=O)=O)([O-])(=O)=[O:11].[Na+:19].[Na+].[Cr]([O-])([O-])(=O)=O.[Na+].[Na+].S(=O)(=O)(O)O>>[OH2:2].[OH2:11].[Cr:1]([O:5][Cr:6]([O-:9])(=[O:8])=[O:7])([O-:4])(=[O:3])=[O:2].[Na+:19].[Na+:19] |f:1.2.3,4.5.6,8.9.10.11.12|. Procedure: For preparation of dichromate, there are mainly three production methods that have been industrialized. For example, in preparation of sodium dichromate, all of these methods employ sodium chromate solution as the starting material. In most countries, including China, a sulfuric-acid method is adopted, in which sodium chromate solution is acidified with sulfuric acid, as shown in 2Na2CrO4+H2SO4═Na2Cr2O7+Na2SO4, then concentrated by evaporation to precipitate sodium sulfate crystals that are then... The reactants are FC1=CC=C(C=C1)N1NC(=CC1=O)C (2-(4-Fluorophenyl)-5-methyl-1H-pyrazol-3(2H)-one), ClC(=O)OCC1=CC=CC=C1 (benzyl chloroformate), Cl (hydrochloric acid), [OH-].[Ca+2].[OH-] (calcium hydroxide). Run in O1CCOCC1 (dioxane), O1CCOCC1 (1,4-dioxane). Run at temperature 50 celsius, time 8 hour. The product is C(C1=CC=CC=C1)OC(=O)C=1C(N(NC1C)C1=CC=C(C=C1)F)=O (benzyl-2-(4-fluorophenyl)-5-methyl-3-oxo-2,3-dihydro-1H-pyrazole-4-carboxylate). Isolated yield 66.8%. Reaction SMILES: [F:1][C:2]1[CH:7]=[CH:6][C:5]([N:8]2[C:12](=[O:13])[CH:11]=[C:10]([CH3:14])[NH:9]2)=[CH:4][CH:3]=1.[OH-].[Ca+2].[OH-].Cl[C:19]([O:21][CH2:22][C:23]1[CH:28]=[CH:27][CH:26]=[CH:25][CH:24]=1)=[O:20].Cl>O1CCOCC1>[CH2:22]([O:21][C:19]([C:11]1[C:12](=[O:13])[N:8]([C:5]2[CH:4]=[CH:3][C:2]([F:1])=[CH:7][CH:6]=2)[NH:9][C:10]=1[CH3:14])=[O:20])[C:23]1[CH:28]=[CH:27][CH:26]=[CH:25][CH:24]=1 |f:1.2.3|. Procedure: 2-(4-Fluorophenyl)-5-methyl-1H-pyrazol-3(2H)-one (20.3 g, 0.105 mol) and calcium hydroxide (17.2 g, 0.232 mol) were suspended in anhydrous 1,4-dioxane (200 mL). The resulting suspension was heated at 50° C. for 20 minutes. The heated suspension was cooled to 10° C. and a solution of benzyl chloroformate (14.9 mL, 0.105 mol) in dioxane (10 mL) was added. The resulting reaction mixture was heated at 90° C. for 3 hours. Upon completion of the reaction, the reaction mixture was slowly cooled to 0° C... Starting materials: ClC1=C(C=C(C(=C1)O)[N+](=O)[O-])C=1C(N(C(=CC1)C(F)(F)F)C)=O (3-(2-chloro-4-hydroxy-5-nitrophenyl)-1-methyl-6-trifluoromethyl-2(1H)-pyridone), [Sn] (tin), Cl (hydrochloric acid). Run in C(C)O (ethanol), C(C)O (ethanol). Yields the product NC=1C(=CC(=C(C1)C=1C(N(C(=CC1)C(F)(F)F)C)=O)Cl)O (3-(5-amino-2-chloro-4-hydroxyphenyl)-1-methyl-6-trifluoromethyl-2(1H)-pyridone). The yield is 88.7%. Reaction SMILES: [Cl:1][C:2]1[CH:7]=[C:6]([OH:8])[C:5]([N+:9]([O-])=O)=[CH:4][C:3]=1[C:12]1[C:13](=[O:23])[N:14]([CH3:22])[C:15]([C:18]([F:21])([F:20])[F:19])=[CH:16][CH:17]=1.[Sn].Cl>C(O)C>[NH2:9][C:5]1[C:6]([OH:8])=[CH:7][C:2]([Cl:1])=[C:3]([C:12]2[C:13](=[O:23])[N:14]([CH3:22])[C:15]([C:18]([F:21])([F:19])[F:20])=[CH:16][CH:17]=2)[CH:4]=1 |^3:23|. Procedure: 8.0 g (23 mmol) of 3-(2-chloro-4-hydroxy-5-nitrophenyl)-1-methyl-6-trifluoromethyl-2(1H)-pyridone and 8.2 g (69 mmol) of tin were added to 100 ml of ethanol, and 5 ml of concentrated hydrochloric acid was added thereto under stirring at room temperature, followed by stirring for 1 hour. After completion of the reaction, excess ethanol was distilled off, and the residue was neutralized with a saturated sodium hydrogencarbonate aqueous solution and then extracted with ethyl acetate. The organic la...